This data is from the Open Reaction Database (ORD), a public repository of structured organic reaction records. The task is: describe an organic reaction: reactants, conditions, products, and yield Starting materials: FC1(CCC(CC1)(C(=O)N)N1C=NC(=C1)C)F (4,4-Difluoro-1-(4-methyl-imidazol-1-yl)-cyclohexanecarboxylic acid amide), C1CCOC1 (THF), [AlH4-].[Li+] (lithium tetrahydroaluminate). Yields the product FC1(CCC(CC1)(N1C=NC(=C1)C)CN)F ((4,4-difluoro-1-(4-methyl-1H-imidazol-1-yl)cyclohexyl)methanamine). Yield: 49.2%. Reaction SMILES: [F:1][C:2]1([F:17])[CH2:7][CH2:6][C:5]([N:11]2[CH:15]=[C:14]([CH3:16])[N:13]=[CH:12]2)([C:8]([NH2:10])=O)[CH2:4][CH2:3]1.C1COCC1.[AlH4-].[Li+]>>[F:17][C:2]1([F:1])[CH2:3][CH2:4][C:5]([CH2:8][NH2:10])([N:11]2[CH:15]=[C:14]([CH3:16])[N:13]=[CH:12]2)[CH2:6][CH2:7]1 |f:2.3|. Procedure details: Into a round bottom flask was added 4,4-Difluoro-1-(4-methyl-imidazol-1-yl)-cyclohexanecarboxylic acid amide (99 mg, 0.39 mmol) and THF (10 mL, 100 mmol) at room temperature, to the reaction mixture was added lithium tetrahydroaluminate (365 mg, 9.62 mmol). The reaction was refluxed for 6 hours, before being quenched with water (0.4 ml), 2M NaOH (0.4 ml) and water (0.8 ml). The reaction mixture was filtered and cone. The residue was purified by flash column chromatography on silica gel (eluding ... Starting materials: C(C)(=O)O[BH-](OC(C)=O)OC(C)=O.[Na+] (sodium triacetoxyborohydride), N[C@@H](C(=O)O)C1CCCC1 ((R)-2-amino-2-cyclopentylacetic acid), C(=O)C1=C2C(=NC=C1)N(C=C2C(=O)OC)C(=O)OC(C)(C)C (1-tert-butyl 3-methyl 4-formyl-1H-pyrrolo[2,3-b]pyridine-1,3-dicarboxylate). The solvent is C(Cl)Cl (DCM), C(Cl)Cl (DCM). Conditions: time 30 minute. Yields the product C(C)(C)(C)OC(=O)N1C=C(C=2C1=NC=CC2CN[C@@H](C(=O)O)C2CCCC2)C(=O)OC ((R)-2-((1-(tert-butoxycarbonyl)-3-(methoxycarbonyl)-1H-pyrrolo[2,3-b]pyridin-4-yl)methylamino)-2-cyclopentylacetic acid). Reaction SMILES: C(O[BH-](OC(=O)C)OC(=O)C)(=O)C.[Na+].[NH2:15][C@H:16]([CH:20]1[CH2:24][CH2:23][CH2:22][CH2:21]1)[C:17]([OH:19])=[O:18].[CH:25]([C:27]1[CH:32]=[CH:31][N:30]=[C:29]2[N:33]([C:40]([O:42][C:43]([CH3:46])([CH3:45])[CH3:44])=[O:41])[CH:34]=[C:35]([C:36]([O:38][CH3:39])=[O:37])[C:28]=12)=O>C(Cl)Cl>[C:43]([O:42][C:40]([N:33]1[C:29]2=[N:30][CH:31]=[CH:32][C:27]([CH2:25][NH:15][C@H:16]([CH:20]3[CH2:24][CH2:23][CH2:22][CH2:21]3)[C:17]([OH:19])=[O:18])=[C:28]2[C:35]([C:36]([O:38][CH3:39])=[O:37])=[CH:34]1)=[O:41])([CH3:46])([CH3:45])[CH3:44] |f:0.1|. Procedure: To a 10 mL round bottom flask was added sodium triacetoxyborohydride (104 mg, 0.493 mmol), (R)-2-amino-2-cyclopentylacetic acid (47.1 mg, 0.329 mmol) and DCM (2 mL). The reaction mixture was stirred at room temperature for 30 min after which was added 1-tert-butyl 3-methyl 4-formyl-1H-pyrrolo[2,3-b]pyridine-1,3-dicarboxylate (50 mg, 0.164 mmol) in DCM (2 mL). The reaction was stirred at room temperature for 2 h and then quenched with MeOH (3 drops). The mixture was concentrated to afford the tit... Reactants: FC1=NC(=C(C(=N1)F)SC)F (2,4,6-trifluoro-5-methylthiopyrimidine), N (ammonia), ( B ). The product is NC1=NC(=NC(=C1SC)F)F (4-amino-2,6-difluoro-5-methylthio-pyrimidine). As a reaction SMILES: [F:1][C:2]1[N:7]=[C:6]([F:8])[C:5]([S:9][CH3:10])=[C:4](F)[N:3]=1.[NH3:12]>>[NH2:12][C:4]1[C:5]([S:9][CH3:10])=[C:6]([F:8])[N:7]=[C:2]([F:1])[N:3]=1. Procedure details: If, for example, 2,4,6-trifluoro-5-methylthiopyrimidine and ammonia are used as starting substances according to process (B), and the 4-amino-2,6-difluoro-5-methylthio-pyrimidine thereby formed is reacted with 3-methoxypropylamine, the course of the reaction can be represented in summary form by the following equation: ##STR10## The reactants are C(C)[SiH](CC)CC (triethylsilane), FC(C(=O)O)(F)F (trifluoroacetic acid), IC1=NN(C2=C1C(=NC=C2)OC2CCOCC2)C(C2=CC=CC=C2)(C2=CC=CC=C2)C2=CC=CC=C2 (3-iodo-4-(tetrahydro-2H-pyran-4-yloxy)-1-trityl-1H-pyrazolo[4,3-c]pyridine), NC1=CC(=NC=C1)OC (4-amino-2-methoxy-pyridine), C([O-])([O-])=O.[Cs+].[Cs+] (cesium carbonate), CC(C)C1=CC(=C(C(=C1)C(C)C)C2=C(C=CC=C2)P(C3CCCCC3)C4CCCCC4)C(C)C (XPhos). Reagents/catalysts: C=1C=CC(=CC1)/C=C/C(=O)/C=C/C2=CC=CC=C2.C=1C=CC(=CC1)/C=C/C(=O)/C=C/C2=CC=CC=C2.C=1C=CC(=CC1)/C=C/C(=O)/C=C/C2=CC=CC=C2.[Pd].[Pd] (tris(dibenzylideneacetone)dipalladium). Solvent: C(Cl)Cl (DCM). Run at time 15 minute. The product is COC1=NC=CC(=C1)NC1=NNC2=C1C(=NC=C2)OC2CCOCC2 (N-(2-methoxypyridin-4-yl)-4-(tetrahydro-2H-pyran-4-yloxy)-1H-pyrazolo[4,3-c]pyridin-3-amine). Isolated yield 7.3%. As a reaction SMILES: I[C:2]1[C:6]2[C:7]([O:11][CH:12]3[CH2:17][CH2:16][O:15][CH2:14][CH2:13]3)=[N:8][CH:9]=[CH:10][C:5]=2[N:4](C(C2C=CC=CC=2)(C2C=CC=CC=2)C2C=CC=CC=2)[N:3]=1.[NH2:37][C:38]1[CH:43]=[CH:42][N:41]=[C:40]([O:44][CH3:45])[CH:39]=1.C(=O)([O-])[O-].[Cs+].[Cs+].CC(C1C=C(C(C)C)C(C2C=CC=CC=2P(C2CCCCC2)C2CCCCC2)=C(C(C)C)C=1)C.C([SiH](CC)CC)C.FC(F)(F)C(O)=O>C1C=CC(/C=C/C(/C=C/C2C=CC=CC=2)=O)=CC=1.C1C=CC(/C=C/C(/C=C/C2C=CC=CC=2)=O)=CC=1.C1C=CC(/C=C/C(/C=C/C2C=CC=CC=2)=O)=CC=1.[Pd].[Pd].C(Cl)Cl>[CH3:45][O:44][C:40]1[CH:39]=[C:38]([NH:37][C:2]2[C:6]3[C:7]([O:11][CH:12]4[CH2:13][CH2:14][O:15][CH2:16][CH2:17]4)=[N:8][CH:9]=[CH:10][C:5]=3[NH:4][N:3]=2)[CH:43]=[CH:42][N:41]=1 |f:2.3.4,8.9.10.11.12|. Procedure: To a microwave tube was added 3-iodo-4-(tetrahydro-2H-pyran-4-yloxy)-1-trityl-1H-pyrazolo[4,3-c]pyridine (260 mg, 0.44 mmol), 4-amino-2-methoxy-pyridine (66 mg, 0.53 mmol), cesium carbonate (0.29 g, 0.88 mmol), XPhos (21 mg, 0.044 mmol), and tris(dibenzylideneacetone)dipalladium (20 mg, 0.022 mmol). The tube was then flushed with nitrogen for 1 minute before the addition of 1,4-dioxane (2.5 mL). The tube was sealed and irradiated in the microwave at 140° C. for 35 minutes. The reaction mixture w... Procedure: After 24 hours, the reaction was stopped by adding a stoichiometric quantity of 2,6-ditert-butyl-p-cresol and 0.5 phr added as an anti-oxidising agent. Butadiene-styrene copolymers were obtained by precipitation in isopropyl alcohol, and the structural and composition parameters thereof are given in Table III. Copolymerisation was practically random, as is deduced from the fact that no residue through degradative oxidation of the samples with hydroperoxide was observed during the analysis. Reaction SMILES: [C:1]([C:5]1[C:10](O)=[C:9](C(C)(C)C)[CH:8]=[C:7](C)[CH:6]=1)(C)(C)[CH3:2]>C(O)(C)C>[CH2:2]=[CH:1][CH:5]=[CH2:6].[CH2:2]=[CH:1][C:5]1[CH:10]=[CH:9][CH:8]=[CH:7][CH:6]=1 |f:2.3|. Reaction conditions: time 24 hour. Yields the product C=CC=C.C=CC1=CC=CC=C1 (Butadiene styrene). The solvent is C(C)(C)O (isopropyl alcohol). The reactants are C(C)(C)(C)C1=CC(=CC(=C1O)C(C)(C)C)C (2,6-ditert-butyl-p-cresol). Reactants: ClC1=CC=C(C=C1)C1C(CN(CC1)C)OCC1=CC2=CC=CC=C2C=C1 ((3RS,4RS)-4-(4-chloro-phenyl)-1-methyl-3-(naphthalen-2-ylmethoxy)-piperidine), C([O-])([O-])=O.[K+].[K+] (potassium carbonate), ClC(=O)OCC(Cl)(Cl)Cl (2,2,2-trichloroethyl chloroformate). Solvent: C1(=CC=CC=C1)C (toluene). Reaction conditions: time 12 hour. Yields the product ClC1=CC=C(C=C1)C1C(CN(CC1)C(=O)OCC(Cl)(Cl)Cl)OCC1=CC2=CC=CC=C2C=C1 (2,2,2-trichloroethyl 4-(4-chloro-phenyl)-3-(naphthalen-2-ylmethoxy)-piperidine-1-carboxylate). The yield is 57.0%. RXN SMILES: [Cl:1][C:2]1[CH:7]=[CH:6][C:5]([CH:8]2[CH2:13][CH2:12][N:11](C)[CH2:10][CH:9]2[O:15][CH2:16][C:17]2[CH:26]=[CH:25][C:24]3[C:19](=[CH:20][CH:21]=[CH:22][CH:23]=3)[CH:18]=2)=[CH:4][CH:3]=1.C(=O)([O-])[O-].[K+].[K+].Cl[C:34]([O:36][CH2:37][C:38]([Cl:41])([Cl:40])[Cl:39])=[O:35]>C1(C)C=CC=CC=1>[Cl:1][C:2]1[CH:7]=[CH:6][C:5]([CH:8]2[CH2:13][CH2:12][N:11]([C:34]([O:36][CH2:37][C:38]([Cl:41])([Cl:40])[Cl:39])=[O:35])[CH2:10][CH:9]2[O:15][CH2:16][C:17]2[CH:26]=[CH:25][C:24]3[C:19](=[CH:20][CH:21]=[CH:22][CH:23]=3)[CH:18]=2)=[CH:4][CH:3]=1 |f:1.2.3|. Procedure: A solution of 0.526 g (1.43 mmol) of (3RS,4RS)-4-(4-chloro-phenyl)-1-methyl-3-(naphthalen-2-ylmethoxy)-piperidine in 12 ml of toluene was treated with 100 mg of potassium carbonate and heated to 100°. Subsequently, 0.423 g (0.288 ml, 2 mmol) of 2,2,2-trichloroethyl chloroformate was added thereto and the mixture was stirred at 100° for 12 hours. The reaction solution was evaporated, taken up in 50 ml of ethyl acetate and washed with 20 ml of water and 20 ml of saturated sodium hydrogen carbonate...